This data is from the Open Reaction Database (ORD), a public repository of structured organic reaction records. The task is: describe an organic reaction: reactants, conditions, products, and yield Starting materials: CC(=O)Nc1ccc(S(=O)(=O)Cl)cc1, O=C([O-])O, ClC(Cl)Cl, CCCCN1CCC(N)CC1, [Na+], O. Yields the product CCCCN1CCC(NS(=O)(=O)c2ccc(NC(C)=O)cc2)CC1. RXN SMILES: [C:1]([CH3:2])(=[O:3])[NH:4][c:5]1[cH:6][cH:7][c:8]([S:9](=[O:10])(=[O:11])[Cl:12])[cH:13][cH:14]1.[C:26](=[O:27])([OH:28])[O-:29].[CH:32]([Cl:33])([Cl:34])[Cl:35].[NH2:15][CH:16]1[CH2:17][CH2:18][N:19]([CH2:22][CH2:23][CH2:24][CH3:25])[CH2:20][CH2:21]1.[Na+:30].[OH2:31]>>[C:1]([CH3:2])(=[O:3])[NH:4][c:5]1[cH:6][cH:7][c:8]([S:9](=[O:10])(=[O:11])[NH:15][CH:16]2[CH2:17][CH2:18][N:19]([CH2:22][CH2:23][CH2:24][CH3:25])[CH2:20][CH2:21]2)[cH:13][cH:14]1. Starting materials: CCOC(=O)OCC, CCO, NCCN. The product is CCOC(=O)NCCN. As a reaction SMILES: [C:1]([O:2][CH2:3][CH3:4])([O:5][CH2:6][CH3:7])=[O:8].[CH2:13]([OH:14])[CH3:15].[NH2:9][CH2:10][CH2:11][NH2:12]>>[C:1]([O:5][CH2:6][CH3:7])(=[O:8])[NH:9][CH2:10][CH2:11][NH2:12]. Reactants: COC(=O)c1ccccc1CSc1nc2cc(C)c(C)cc2[nH]1, ClCc1cccc2ccccc12, [H-], [Na+], C1CCOC1, O. Yields the product COC(=O)c1ccccc1CSc1nc2cc(C)c(C)cc2n1Cc1cccc2ccccc12. As a reaction SMILES: [CH3:8][O:9][C:10]([c:11]1[c:12]([CH2:17][S:18][c:19]2[nH:20][c:21]3[c:22]([n:23]2)[cH:24][c:25]([CH3:29])[c:26]([CH3:28])[cH:27]3)[cH:13][cH:14][cH:15][cH:16]1)=[O:30].[Cl:31][CH2:32][c:33]1[cH:34][cH:35][cH:36][c:37]2[cH:38][cH:39][cH:40][cH:41][c:42]12.[H-:1].[Na+:2].[O:3]1[CH2:4][CH2:5][CH2:6][CH2:7]1.[OH2:43]>>[CH3:8][O:9][C:10]([c:11]1[c:12]([CH2:17][S:18][c:19]2[n:20]([CH2:32][c:33]3[cH:34][cH:35][cH:36][c:37]4[cH:38][cH:39][cH:40][cH:41][c:42]34)[c:21]3[c:22]([n:23]2)[cH:24][c:25]([CH3:29])[c:26]([CH3:28])[cH:27]3)[cH:13][cH:14][cH:15][cH:16]1)=[O:30].